Dataset: the Open Reaction Database (ORD), a public repository of structured organic reaction records. Task: describe an organic reaction: reactants, conditions, products, and yield Reactants: BrC=1C=C2CCC(C2=CC1)=O (5-bromoindanone), Cl.O(C)N (methoxylamine hydrochloride), N1=CC=CC=C1 (pyridine). Run in C(C)O (ethanol). Conditions: time 1 hour. Product: CO\N=C\1/CCC2=CC(=CC=C12)Br ((E)-5-bromo-2,3-dihydroinden-1-one O-methyl oxime). Isolated yield 98.3%. As a reaction SMILES: [Br:1][C:2]1[CH:3]=[C:4]2[C:8](=[CH:9][CH:10]=1)[C:7](=O)[CH2:6][CH2:5]2.Cl.[O:13]([NH2:15])[CH3:14].N1C=CC=CC=1>C(O)C>[CH3:14][O:13]/[N:15]=[C:7]1\[CH2:6][CH2:5][C:4]2[C:8]\1=[CH:9][CH:10]=[C:2]([Br:1])[CH:3]=2 |f:1.2|. Procedure: To 5-bromoindanone (6.03 g) in 40 mL ethanol was added 3.58 g methoxylamine hydrochloride and 3.5 mL pyridine. The mixture was stirred at ambient temperature for 1 hour and heated at 80° C. for 3 hours. The volatiles were removed under vacuum and the solid residue partitioned between ethyl acetate and saturated aqueous sodium bicarbonate. The ethyl acetate was washed with brine, dried over magnesium sulfate, filtered, and evaporated under vacuum to yield 6.74 g (98% yield) of a tan solid. 1H NMR... Reactants: ClC(Cl)(Cl)Cl, Cc1ccc(F)c(Oc2cc(Cl)cc(C#N)c2)c1F, CC(C)(C#N)N=NC(C)(C)C#N, O=C1CCC(=O)N1Br. Product: N#Cc1cc(Cl)cc(Oc2c(F)ccc(CBr)c2F)c1. RXN SMILES: [C:40]([Cl:41])([Cl:42])([Cl:43])[Cl:44].[Cl:1][c:2]1[cH:3][c:4]([C:5]#[N:6])[cH:7][c:8]([O:10][c:11]2[c:12]([F:19])[c:13]([CH3:18])[cH:14][cH:15][c:16]2[F:17])[cH:9]1.[N:28]#[C:29][C:30]([N:31]=[N:32][C:33]([C:34]#[N:35])([CH3:36])[CH3:37])([CH3:38])[CH3:39].[O:20]=[C:21]1[N:22]([Br:27])[C:23](=[O:24])[CH2:25][CH2:26]1>>[Cl:1][c:2]1[cH:3][c:4]([C:5]#[N:6])[cH:7][c:8]([O:10][c:11]2[c:12]([F:19])[c:13]([CH2:18][Br:27])[cH:14][cH:15][c:16]2[F:17])[cH:9]1. Yields the product NCc1cccc2c(Oc3ccc(C(N)=O)cc3)ccnc12. RXN SMILES: [Cl:1][c:2]1[cH:3][cH:4][n:5][c:6]2[c:7]([CH2:12][NH2:13])[cH:8][cH:9][cH:10][c:11]12.[K+:14].[K+:15].[O-:16][C:17]([O-:18])=[O:19].[O:30]=[CH:31][N:32]([CH3:33])[CH3:34].[OH:20][c:21]1[cH:22][cH:23][c:24]([C:25](=[O:26])[NH2:27])[cH:28][cH:29]1>>[c:2]1([O:20][c:21]2[cH:22][cH:23][c:24]([C:25](=[O:26])[NH2:27])[cH:28][cH:29]2)[cH:3][cH:4][n:5][c:6]2[c:7]([CH2:12][NH2:13])[cH:8][cH:9][cH:10][c:11]12. Reactants: NCc1cccc2c(Cl)ccnc12, [K+], [K+], O=C([O-])[O-], CN(C)C=O, NC(=O)c1ccc(O)cc1. The reactants are BrCCC1=C2C(C(=O)NC2=O)=CC=C1 (2-Bromoethylphthalimide), CN1CCNCC1 (N-methylpiperazine). Run in C(C)OCC (ethyl ether). The product is CN1C(CNCC1)CCC1=C2C(C(=O)NC2=O)=CC=C1 (2-(N-methylpiperazinyl) ethylphthalimide). As a reaction SMILES: Br[CH2:2][CH2:3][C:4]1[CH:14]=[CH:13][CH:12]=[C:6]2[C:7]([NH:9][C:10](=[O:11])[C:5]=12)=[O:8].[CH3:15][N:16]1[CH2:21][CH2:20][NH:19][CH2:18][CH2:17]1>C(OCC)C>[CH3:15][N:16]1[CH2:21][CH2:20][NH:19][CH2:18][CH:17]1[CH2:2][CH2:3][C:4]1[CH:14]=[CH:13][CH:12]=[C:6]2[C:7]([NH:9][C:10](=[O:11])[C:5]=12)=[O:8]. Reported procedure: 2-Bromoethylphthalimide (508 mg; 2.0 mmoles) and N-methylpiperazine (0.44 ml; 4.0 mmoles) were dissolved in anhydrous ethyl ether (5 ml). Reaction times and process as per Example 1.